Dataset: the Open Reaction Database (ORD), a public repository of structured organic reaction records. Task: describe an organic reaction: reactants, conditions, products, and yield Starting materials: CCCCN(CC)C(=O)c1cnc2c3c(ccc2c1)C(=O)C(C(=O)OCC)C=N3, Cl. The product is CCCCN(CC)C(=O)c1cnc2c3c(ccc2c1)C(=O)C(C(=O)O)C=N3. As a reaction SMILES: [CH2:1]([CH2:2][CH2:3][CH3:4])[N:5]([C:6](=[O:7])[c:8]1[cH:9][c:10]2[cH:11][cH:12][c:13]3[c:18]([c:19]2[n:20][cH:21]1)[N:17]=[CH:16][CH:15]([C:22](=[O:23])[O:24][CH2:25][CH3:26])[C:14]3=[O:27])[CH2:28][CH3:29].[ClH:30]>>[CH2:1]([CH2:2][CH2:3][CH3:4])[N:5]([C:6](=[O:7])[c:8]1[cH:9][c:10]2[cH:11][cH:12][c:13]3[c:18]([c:19]2[n:20][cH:21]1)[N:17]=[CH:16][CH:15]([C:22](=[O:23])[OH:24])[C:14]3=[O:27])[CH2:28][CH3:29]. The reactants are O=C(C([C@H](CC(=O)OC(C)(C)C)O[Si](CC)(CC)CC)(C)C)[C@@H]([C@H]([C@H](C\C=C\C(=C/C[C@@H](\C(=C\C=1N=C(SC1)COC(=O)OCC(Cl)(Cl)Cl)\C)O[Si](CC)(CC)CC)\C)C)OC(=O)OCC(Cl)(Cl)Cl)C (tert-butyl (3S,6R,7S,8S,10E,12Z,15S,16E)-5-oxo-3,15-bis(triethylsilyloxy)-17-(2-(2,2,2-trichloroethoxycarbonyloxymethyl)thiazol-4-yl)-4,4,6,8,12,16-hexamethyl-7-(2,2,2-trichloroethoxycarbonyloxy)-heptadeca-10,12,16-trienoate), N1=C(C=CC=C1C)C (2,6-lutidine), FC(S(=O)(=O)O[Si](CC)(CC)CC)(F)F (triethylsilyl trifluoromethanesulfonate), Cl (HCl), P(=O)([O-])([O-])[O-] (phosphate). The solvent is C(Cl)Cl (CH2Cl2), C(C)(=O)OCC (ethyl acetate). Conditions: time 10 hour. Product: O=C(C([C@H](CC(=O)O)O[Si](CC)(CC)CC)(C)C)[C@@H]([C@H]([C@H](C\C=C\C(=C/C[C@@H](\C(=C\C=1N=C(SC1)COC(=O)OCC(Cl)(Cl)Cl)\C)O)\C)C)OC(=O)OCC(Cl)(Cl)Cl)C ((3S,6R,7S,8S,10E,12Z,15S,16E)-5-oxo-3-(triethylsilyloxy)-15-hydroxy-17-(2-(2,2,2-trichloroethoxycarbonyloxymethyl)thiazol-4-yl)-4,4,6,8,12,16-hexamethyl-7-(2,2,2-trichloroethoxycarbonyloxy)-heptadeca-10,12,16-trienoic acid). RXN SMILES: [O:1]=[C:2]([C@H:23]([CH3:70])[C@@H:24]([O:61][C:62]([O:64][CH2:65][C:66]([Cl:69])([Cl:68])[Cl:67])=[O:63])[C@@H:25]([CH3:60])[CH2:26]/[CH:27]=[CH:28]/[C:29](/[CH3:59])=[CH:30]\[CH2:31][C@H:32]([O:51][Si](CC)(CC)CC)/[C:33](/[CH3:50])=[CH:34]/[C:35]1[N:36]=[C:37]([CH2:40][O:41][C:42]([O:44][CH2:45][C:46]([Cl:49])([Cl:48])[Cl:47])=[O:43])[S:38][CH:39]=1)[C:3]([CH3:22])([CH3:21])[C@@H:4]([O:13][Si:14]([CH2:19][CH3:20])([CH2:17][CH3:18])[CH2:15][CH3:16])[CH2:5][C:6]([O:8]C(C)(C)C)=[O:7].N1C(C)=CC=CC=1C.FC(F)(F)S(O[Si](CC)(CC)CC)(=O)=O.Cl.P([O-])([O-])([O-])=O>C(Cl)Cl.C(OCC)(=O)C>[O:1]=[C:2]([C@H:23]([CH3:70])[C@@H:24]([O:61][C:62]([O:64][CH2:65][C:66]([Cl:67])([Cl:68])[Cl:69])=[O:63])[C@@H:25]([CH3:60])[CH2:26]/[CH:27]=[CH:28]/[C:29](/[CH3:59])=[CH:30]\[CH2:31][C@H:32]([OH:51])/[C:33](/[CH3:50])=[CH:34]/[C:35]1[N:36]=[C:37]([CH2:40][O:41][C:42]([O:44][CH2:45][C:46]([Cl:47])([Cl:48])[Cl:49])=[O:43])[S:38][CH:39]=1)[C:3]([CH3:22])([CH3:21])[C@@H:4]([O:13][Si:14]([CH2:19][CH3:20])([CH2:15][CH3:16])[CH2:17][CH3:18])[CH2:5][C:6]([OH:8])=[O:7]. Procedure: A solution of tert-butyl (3S,6R,7S,8S,10E,12Z,15S,16E)-5-oxo-3,15-bis(triethylsilyloxy)-17-(2-(2,2,2-trichloroethoxycarbonyloxymethyl)thiazol-4-yl)-4,4,6,8,12,16-hexamethyl-7-(2,2,2-trichloroethoxycarbonyloxy)-heptadeca-10,12,16-trienoate (2.8 g) in 12 mL of CH2Cl2 is treated with 2,6-lutidine (0.86 mL) and triethylsilyl trifluoromethanesulfonate (0.98 g) at 0° C. for 30 minutes, then at ambient temperature for 10 hours. The mixture is diluted with 50 mL of ethyl acetate and poured into 20 mL of... Starting materials: [BH4-], CO, Nc1ccccc1CO, [Na+], O=Cc1cc2c(cc1O)CCCO2. Yields the product OCc1ccccc1NCc1cc2c(cc1O)CCCO2. RXN SMILES: [BH4-:23].[CH3:25][OH:26].[NH2:14][c:15]1[c:16]([CH2:17][OH:18])[cH:19][cH:20][cH:21][cH:22]1.[Na+:24].[OH:1][c:2]1[c:3]([CH:12]=[O:13])[cH:4][c:5]2[c:6]([cH:11]1)[CH2:7][CH2:8][CH2:9][O:10]2>>[OH:1][c:2]1[c:3]([CH2:12][NH:14][c:15]2[c:16]([CH2:17][OH:18])[cH:19][cH:20][cH:21][cH:22]2)[cH:4][c:5]2[c:6]([cH:11]1)[CH2:7][CH2:8][CH2:9][O:10]2. Starting materials: CCOc1ccc(C)cc1C(C)=O, ClCCl, O=C(OO)c1cccc(Cl)c1. Product: CCOc1ccc(C)cc1O. RXN SMILES: [CH2:1]([CH3:2])[O:3][c:4]1[c:5]([C:11](=[O:12])[CH3:13])[cH:6][c:7]([CH3:10])[cH:8][cH:9]1.[Cl:25][CH2:26][Cl:27].[OH:14][O:15][C:16]([c:17]1[cH:18][c:19]([Cl:20])[cH:21][cH:22][cH:23]1)=[O:24]>>[CH2:1]([CH3:2])[O:3][c:4]1[c:5]([OH:14])[cH:6][c:7]([CH3:10])[cH:8][cH:9]1. Reactants: CSC(C)=N, Cl, NC1CCCCC1N1C(=O)c2ccccc2C(C(=O)NOCc2ccccc2)C1c1ccc(Cl)cc1Cl, [Na+], [Na+], O=C([O-])[O-], CN(C)C=O, O. Product: CC(=N)NC1CCCCC1N1C(=O)c2ccccc2C(C(=O)NOCc2ccccc2)C1c1ccc(Cl)cc1Cl. Reaction SMILES: [C:50]([CH3:51])(=[NH:52])[S:53][CH3:54].[ClH:49].[NH2:1][CH:2]1[CH:3]([N:8]2[C:9](=[O:37])[c:10]3[cH:11][cH:12][cH:13][cH:14][c:15]3[CH:16]([C:26](=[O:27])[NH:28][O:29][CH2:30][c:31]3[cH:32][cH:33][cH:34][cH:35][cH:36]3)[CH:17]2[c:18]2[c:19]([Cl:25])[cH:20][c:21]([Cl:24])[cH:22][cH:23]2)[CH2:4][CH2:5][CH2:6][CH2:7]1.[Na+:43].[Na+:44].[O-:45][C:46](=[O:47])[O-:48].[O:38]=[CH:39][N:40]([CH3:41])[CH3:42].[OH2:55]>>[NH:1]([CH:2]1[CH:3]([N:8]2[C:9](=[O:37])[c:10]3[cH:11][cH:12][cH:13][cH:14][c:15]3[CH:16]([C:26](=[O:27])[NH:28][O:29][CH2:30][c:31]3[cH:32][cH:33][cH:34][cH:35][cH:36]3)[CH:17]2[c:18]2[c:19]([Cl:25])[cH:20][c:21]([Cl:24])[cH:22][cH:23]2)[CH2:4][CH2:5][CH2:6][CH2:7]1)[C:50]([CH3:51])=[NH:52]. The reactants are CNC1=NC=CC(=N1)C(C)=O (1-(2-methylamino-pyrimidin-4-yl)-ethanone), C(C=1C(N)=CC=CC1)(=O)O (anthranilic acid), CC=1C=CC(=CC1)S(=O)(=O)O (TsOH), [BH4-].[Na+] (NaBH4). The solvent is C1(=CC=CC=C1)C (toluene). Run at temperature 90 celsius, time 5 hour. Yields the product CNC1=NC=CC(=N1)C(C)NC1=C(C(=O)O)C=CC=C1 (2-[1-(2-methylamino-pyrimidin-4-yl)-ethylamino]-benzoic acid). As a reaction SMILES: [CH3:1][NH:2][C:3]1[N:8]=[C:7]([C:9](=O)[CH3:10])[CH:6]=[CH:5][N:4]=1.[C:12]([OH:21])(=[O:20])[C:13]1[C:14](=[CH:16][CH:17]=[CH:18][CH:19]=1)[NH2:15].CC1C=CC(S(O)(=O)=O)=CC=1.[BH4-].[Na+]>C1(C)C=CC=CC=1>[CH3:1][NH:2][C:3]1[N:8]=[C:7]([CH:9]([NH:15][C:14]2[CH:16]=[CH:17][CH:18]=[CH:19][C:13]=2[C:12]([OH:21])=[O:20])[CH3:10])[CH:6]=[CH:5][N:4]=1 |f:3.4|. Procedure details: To a solution of 1-(2-methylamino-pyrimidin-4-yl)-ethanone (Step A, 1.0 g, 6.61 mmol) in dry toluene (40 mL) was added anthranilic acid (635 mg, 4.63 mmol) and TsOH (25 mg, 0.132 mmol). The resulting mixture was heated at 90° C. for 20 h, then cooled to RT. NaBH4 (500 mg, 13.23 mmol) was added and the reaction was stirred for 5 h. The reaction was quenched with MeOH and evaporated in vacuo. The crude solid was purified by chromatography on silica gel. Elution with CH2Cl2:MeOH mixture (95:5) gave... Starting materials: CCOC(C)=O, CO, Cl, CC(C)(C)OC(=O)N1CCN(CCCc2cccs2)CC1. Product: c1csc(CCCN2CCNCC2)c1. Reaction SMILES: [C:22]([O:23][CH2:24][CH3:25])(=[O:26])[CH3:27].[CH3:29][OH:30].[ClH:28].[s:1]1[c:2]([CH2:6][CH2:7][CH2:8][N:9]2[CH2:10][CH2:11][N:12]([C:15]([O:16][C:17]([CH3:18])([CH3:19])[CH3:20])=[O:21])[CH2:13][CH2:14]2)[cH:3][cH:4][cH:5]1>>[s:1]1[c:2]([CH2:6][CH2:7][CH2:8][N:9]2[CH2:10][CH2:11][NH:12][CH2:13][CH2:14]2)[cH:3][cH:4][cH:5]1. Starting materials: ClC1=CC=C(OC2=CC=C(OCC=C)C=C2)C=C1 (3-[4-(4-chlorophenoxy)phenoxy]-1-propene), ClC1=CC(=CC(=C1)Cl)Cl (2,4,6-trichlorobenzene). Yields the product ClC1=CC=C(OC2=CC(=C(C=C2)O)CC=C)C=C1 (4-(4-chlorophenoxy)-2-(2-propenyl)phenol). As a reaction SMILES: [Cl:1][C:2]1[CH:18]=[CH:17][C:5]([O:6][C:7]2[CH:16]=[CH:15][C:10]([O:11]CC=C)=[CH:9][CH:8]=2)=[CH:4][CH:3]=1.Cl[C:20]1[CH:25]=C(Cl)C=C(Cl)[CH:21]=1>>[Cl:1][C:2]1[CH:3]=[CH:4][C:5]([O:6][C:7]2[CH:8]=[CH:9][C:10]([OH:11])=[C:15]([CH2:25][CH:20]=[CH2:21])[CH:16]=2)=[CH:17][CH:18]=1. Procedure details: The crude allyl ether from step 3 (20.0 g) was dissolved in 2,4,6-trichlorobenzene (60 mL), and the solution was heated at reflux for 4 h. After being cooled to room temperature, the solution was directly loaded onto a column of silica gel and eluted sequentially with hexane and an 8:2 mixture of hexane and ethyl acetate to give 4-(4-chlorophenoxy)-2-(2-propenyl)phenol. The reactants are CC=1N(C2=C(C=3N(C4=CC=CC=C24)N=NN3)N1)CCOCCCC=1C=NC=CC1 (5-methyl-6-[2-(3-pyridin-3-ylpropoxy)ethyl]-6H-imidazo[4,5-c]tetrazolo[1,5-a]quinoline), C1(=CC=CC=C1)P(C1=CC=CC=C1)C1=CC=CC=C1 (triphenylphosphine), [OH-].[Na+].O (sodium hydroxide water). Solvent: ClCCl (dichloromethane), ClC1=C(C=CC=C1)Cl (1,2-dichlorobenzene), CCOCC (ether). Product: CC=1N(C2=C(C(=NC=3C=CC=CC23)N)N1)CCOCCCC=1C=NC=CC1 (2-methyl-1-[2-(3-pyridin-3-ylpropoxy)ethyl]-1H-imidazo[4,5-c]quinoline-4-amine). Isolated yield 23.4%. RXN SMILES: [CH3:1][C:2]1[N:3]([CH2:18][CH2:19][O:20][CH2:21][CH2:22][CH2:23][C:24]2[CH:25]=[N:26][CH:27]=[CH:28][CH:29]=2)[C:4]2[C:13]3[C:8](=[CH:9][CH:10]=[CH:11][CH:12]=3)[N:7]3N=N[N:16]=[C:6]3[C:5]=2[N:17]=1.C1(P(C2C=CC=CC=2)C2C=CC=CC=2)C=CC=CC=1.[OH-].[Na+].O>ClC1C=CC=CC=1Cl.ClCCl.CCOCC>[CH3:1][C:2]1[N:3]([CH2:18][CH2:19][O:20][CH2:21][CH2:22][CH2:23][C:24]2[CH:25]=[N:26][CH:27]=[CH:28][CH:29]=2)[C:4]2[C:13]3[CH:12]=[CH:11][CH:10]=[CH:9][C:8]=3[N:7]=[C:6]([NH2:16])[C:5]=2[N:17]=1 |f:2.3.4|. Procedure details: Under an atmosphere of nitrogen, 5-methyl-6-[2-(3-pyridin-3-ylpropoxy)ethyl]-6H-imidazo[4,5-c]tetrazolo[1,5-a]quinoline (0.73 g, 1.89 mmol) and triphenylphosphine (0.64 g, 2.84 mmol) were dissolved in 1,2-dichlorobenzene (15 ml). The reaction was heated at reflux for 18 hours. After cooling to ambient temperature, the solvent was removed in vacuo. The resulting residue was treated with 1N HCl/water (30 ml) and vigorous stirring produced an off white suspension. The solid was removed by filtratio...